This data is from the Open Reaction Database (ORD), a public repository of structured organic reaction records. The task is: describe an organic reaction: reactants, conditions, products, and yield Reactants: C(=O)(O)[O-].[Na+] (NaHCO3), BrCCOC1=CC=C(CC2=C(C(OC3=CC(=CC=C23)OC)=O)C2=C(C=C(C=C2)Cl)Cl)C=C1 (4-(4-(2-bromoethoxy)-benzyl)-3-(2,4-dichlorophenyl)-7-methoxy-chromen-2-one), [Al+3].[Cl-].[Cl-].[Cl-] (AlCl3), CCS (EtSH). The solvent is C(Cl)Cl (CH2Cl2), C(Cl)Cl (CH2Cl2). Reaction conditions: time 2.5 hour. The product is BrCCOC1=CC=C(CC2=C(C(OC3=CC(=CC=C23)O)=O)C2=C(C=C(C=C2)Cl)Cl)C=C1 (4-(4-(2-Bromoethoxy)-benzyl)-3-(2,4-dichlorophenyl)-7-hydroxy-chromen-2-one). As a reaction SMILES: [Br:1][CH2:2][CH2:3][O:4][C:5]1[CH:32]=[CH:31][C:8]([CH2:9][C:10]2[C:19]3[C:14](=[CH:15][C:16]([O:20]C)=[CH:17][CH:18]=3)[O:13][C:12](=[O:22])[C:11]=2[C:23]2[CH:28]=[CH:27][C:26]([Cl:29])=[CH:25][C:24]=2[Cl:30])=[CH:7][CH:6]=1.[Al+3].[Cl-].[Cl-].[Cl-].CCS.C([O-])(O)=O.[Na+]>C(Cl)Cl>[Br:1][CH2:2][CH2:3][O:4][C:5]1[CH:32]=[CH:31][C:8]([CH2:9][C:10]2[C:19]3[C:14](=[CH:15][C:16]([OH:20])=[CH:17][CH:18]=3)[O:13][C:12](=[O:22])[C:11]=2[C:23]2[CH:28]=[CH:27][C:26]([Cl:29])=[CH:25][C:24]=2[Cl:30])=[CH:7][CH:6]=1 |f:1.2.3.4,6.7|. Procedure details: A mixture of 4-(4-(2-bromoethoxy)-benzyl)-3-(2,4-dichlorophenyl)-7-methoxy-chromen-2-one (4.0 g, 7.49 mmol), AlCl3 (5.89 g, 44.2 mmol), and EtSH (2.77 mL, 37.4 mmol) in CH2Cl2 (200 mL) was stirred at room temperature for 2.5 h. The mixture was slowly poured into CH2Cl2/sat. aq NaHCO3. The resultant layers were separated, and the aqueous phase was further extracted with CH2Cl2 (3×). The aqueous layer was raised to pH 10 with aqueous 2M NaOH and extracted with AcOEt (3×). Each organic layer was wa... The reactants are FC1=C(C=CC=C1)C1=CC=C(C=C1)C(CC=O)C (3-(2'-fluoro-4-biphenylyl)-butanal), C[Mg]Br (methyl magnesium bromide), [Cl-].[NH4+] (ammonium chloride), ice. Run in CCOCC (ether), CCOCC (ether). Product: FC1=C(C=CC=C1)C1=CC=C(C=C1)C(CC(C)O)C (4-(2'-Fluoro-4-biphenylyl)-2-pentanol). As a reaction SMILES: [F:1][C:2]1[CH:7]=[CH:6][CH:5]=[CH:4][C:3]=1[C:8]1[CH:13]=[CH:12][C:11]([CH:14]([CH3:18])[CH2:15][CH:16]=[O:17])=[CH:10][CH:9]=1.[CH3:19][Mg]Br.[Cl-].[NH4+]>CCOCC>[F:1][C:2]1[CH:7]=[CH:6][CH:5]=[CH:4][C:3]=1[C:8]1[CH:13]=[CH:12][C:11]([CH:14]([CH3:18])[CH2:15][CH:16]([OH:17])[CH3:19])=[CH:10][CH:9]=1 |f:2.3|. Procedure details: A solution of 96.9 gm (0.4 mol) of 3-(2'-fluoro-4-biphenylyl)-butanal (b.p. 112°-114°C at 0.04 mm Hg) in 200 ml of anhydrous ether was added dropwise to a stirred solution of 0.5 mol of methyl magnesium bromide in 200 ml of ether, and the resulting mixture was heated for two hours on a water bath, while stirring. Thereafter, the reaction mixture was cooled, then hydrolized by addition of 50 gm of crushed ice, and subsequently an aqueous 50% ammonium chloride solution was added until the initiall... Reactants: hydrochloride salt, FC1=C(C=CC(=C1)F)C1=CC(=CC=2CC(OC21)COS(=O)(=O)C2=CC=C(C=C2)C)OC ((±)-{[7-(2,4-difluorophenyl)-5-methoxy-2,3-dihydro-1-benzofuran-2-yl]methyl}4-methylbenzenesulfonate), CN (methylamine). Product: FC1=C(C=CC(=C1)F)C1=CC(=CC=2CC(OC21)CNC)OC ((±)-{[7-(2,4-difluorophenyl)-5-methoxy-2,3-dihydro-1-benzofuran-2-yl]methyl}methylamine). Reaction SMILES: [F:1][C:2]1[CH:7]=[C:6]([F:8])[CH:5]=[CH:4][C:3]=1[C:9]1[C:17]2[O:16][CH:15]([CH2:18]OS(C3C=CC(C)=CC=3)(=O)=O)[CH2:14][C:13]=2[CH:12]=[C:11]([O:30][CH3:31])[CH:10]=1.[CH3:32][NH2:33]>>[F:1][C:2]1[CH:7]=[C:6]([F:8])[CH:5]=[CH:4][C:3]=1[C:9]1[C:17]2[O:16][CH:15]([CH2:18][NH:33][CH3:32])[CH2:14][C:13]=2[CH:12]=[C:11]([O:30][CH3:31])[CH:10]=1. Procedure details: The title compound was prepared (0.062 g, 61%) following the general procedure of Example 390 as a white solid, hydrochloride salt from (±)-{[7-(2,4-difluorophenyl)-5-methoxy-2,3-dihydro-1-benzofuran-2-yl]methyl}4-methylbenzenesulfonate (0.132 g, 0.29 mmol) and methylamine (0.092 g, 2.9 mmol). mp 179-181° C. Reactants: 5-amino-1-(haloalkyl)-3-(1-methyl-5-nitro-2-imidazolyl)pyrazole-4-carbonitrile, P(F)(F)F (phosphorus trifluoride), P(Br)(Br)Br (phosphorus tribromide), S(=O)(Cl)Cl (thionyl chloride), NC1=C(C(=NN1CCO)C=1N(C(=CN1)[N+](=O)[O-])C)C#N (5-amino-1-(β-hydroxyethyl)-3-(1-methyl-5-nitro-2-imidazolyl)pyrazole-4-carbonitrile), hydroxy-alkyl, P(Cl)(Cl)Cl (phosphorus trichloride), S(=O)(Cl)Cl (thionyl chloride). Solvent: CN(C=O)C (dimethyl-formamide), C1=CC=CC=C1 (benzene). Product: NC1=C(C(=NN1CCCl)C=1N(C(=CN1)[N+](=O)[O-])C)C#N (5-amino-1-(β-chloroethyl)-3-(1-methyl-5-nitro-2-imidazolyl)pyrazole-4-carbonitrile). Reaction SMILES: P(Cl)(Cl)Cl.P(Br)(Br)Br.P(F)(F)F.S(Cl)([Cl:15])=O.[NH2:17][C:18]1[N:22]([CH2:23][CH2:24]O)[N:21]=[C:20]([C:26]2[N:27]([CH3:34])[C:28]([N+:31]([O-:33])=[O:32])=[CH:29][N:30]=2)[C:19]=1[C:35]#[N:36]>CN(C)C=O.C1C=CC=CC=1>[NH2:17][C:18]1[N:22]([CH2:23][CH2:24][Cl:15])[N:21]=[C:20]([C:26]2[N:27]([CH3:34])[C:28]([N+:31]([O-:33])=[O:32])=[CH:29][N:30]=2)[C:19]=1[C:35]#[N:36]. Reported procedure: The preparation of a 5-amino-1-(haloalkyl)-3-(1-methyl-5-nitro-2-imidazolyl)pyrazole-4-carbonitrile is accomplished by reacting the corresponding hydroxy-alkyl compound with a halogenating agent such as phosphorus trichloride, phosphorus tribromide, phosphorus trifluoride, thionyl chloride and the like. Thus, 5-amino-1-(β-hydroxyethyl)-3-(1-methyl-5-nitro-2-imidazolyl)pyrazole-4-carbonitrile, is allowed to react with thionyl chloride in an inert solvent, such as benzene, in the presence of a sma... Starting materials: CC(C)(C)n1nc(CCC=O)cc1-c1ccc(F)cc1, Cc1ccc(N2CCNCC2)c(C)c1, CCN(C(C)C)C(C)C. Yields the product Cc1ccc(N2CCN(CCCc3cc(-c4ccc(F)cc4)n(C(C)(C)C)n3)CC2)c(C)c1. Reaction SMILES: [C:1]([CH3:2])([CH3:3])([CH3:4])[n:5]1[n:6][c:7]([CH2:17][CH2:18][CH:19]=[O:20])[cH:8][c:9]1-[c:10]1[cH:11][cH:12][c:13]([F:16])[cH:14][cH:15]1.[CH3:21][c:22]1[c:23]([N:29]2[CH2:30][CH2:31][NH:32][CH2:33][CH2:34]2)[cH:24][cH:25][c:26]([CH3:28])[cH:27]1.[CH:35]([N:36]([CH2:37][CH3:38])[CH:39]([CH3:40])[CH3:41])([CH3:42])[CH3:43]>>[C:1]([CH3:2])([CH3:3])([CH3:4])[n:5]1[n:6][c:7]([CH2:17][CH2:18][CH2:19][N:32]2[CH2:31][CH2:30][N:29]([c:23]3[c:22]([CH3:21])[cH:27][c:26]([CH3:28])[cH:25][cH:24]3)[CH2:34][CH2:33]2)[cH:8][c:9]1-[c:10]1[cH:11][cH:12][c:13]([F:16])[cH:14][cH:15]1. The reactants are O=C(Cl)COCc1ccccc1, Cc1nc2cccc(N)c2c(=O)n1C1CCC(=O)NC1=O, C1CCOC1. The product is Cc1nc2cccc(NC(=O)COCc3ccccc3)c2c(=O)n1C1CCC(=O)NC1=O. Reaction SMILES: [CH2:22]([c:23]1[cH:24][cH:25][cH:26][cH:27][cH:28]1)[O:29][CH2:30][C:31](=[O:32])[Cl:33].[NH2:1][c:2]1[c:3]2[c:4](=[O:21])[n:5]([CH:13]3[C:14](=[O:20])[NH:15][C:16](=[O:19])[CH2:17][CH2:18]3)[c:6]([CH3:12])[n:7][c:8]2[cH:9][cH:10][cH:11]1.[O:34]1[CH2:35][CH2:36][CH2:37][CH2:38]1>>[NH:1]([c:2]1[c:3]2[c:4](=[O:21])[n:5]([CH:13]3[C:14](=[O:20])[NH:15][C:16](=[O:19])[CH2:17][CH2:18]3)[c:6]([CH3:12])[n:7][c:8]2[cH:9][cH:10][cH:11]1)[C:31]([CH2:30][O:29][CH2:22][c:23]1[cH:24][cH:25][cH:26][cH:27][cH:28]1)=[O:32].